From a dataset of the Open Reaction Database (ORD), a public repository of structured organic reaction records. describe an organic reaction: reactants, conditions, products, and yield The reactants are Cl.C(C)C1=NN=C2N1CCNC2 (3-Ethyl-5,6,7,8-tetrahydro-1,2,4-triazolo[4,3-α]pyrazine, hydrochloride), CC(C)(OC(=O)N[C@@H](CC(=O)O)CC1=CC(=C(C=C1)F)F)C ((3R)-3-[(1,1-dimethylethoxycarbonyl)amino]-4-(3,4-difluorophenyl)butanoic acid), CCN(C(C)C)C(C)C (DIPEA), C=1C=CC2=C(C1)N=NN2O (HOBT), C(CCl)Cl (EDC). The solvent is ClCCl (dichloromethane). Yields the product CC(C)(OC(=O)N[C@@H](CC(=O)N1CC=2N(CC1)C(=NN2)CC)CC2=CC(=C(C=C2)F)F)C (7-[(3R)-3-[(1,1-dimethylethoxycarbonyl)amino]-4-(3,4-difluorophenyl)butanoyl]-3-ethyl-5,6,7,8-tetrahydro-1,2,4-triazolo[4,3-α]pyrazine). Yield: 38.4%. Reaction SMILES: Cl.[CH2:2]([C:4]1[N:8]2[CH2:9][CH2:10][NH:11][CH2:12][C:7]2=[N:6][N:5]=1)[CH3:3].[CH3:13][C:14]([CH3:34])([O:16][C:17]([NH:19][C@H:20]([CH2:25][C:26]1[CH:31]=[CH:30][C:29]([F:32])=[C:28]([F:33])[CH:27]=1)[CH2:21][C:22](O)=[O:23])=[O:18])[CH3:15].CCN(C(C)C)C(C)C.C1C=CC2N(O)N=NC=2C=1.C(Cl)CCl>ClCCl>[CH3:15][C:14]([CH3:34])([O:16][C:17]([NH:19][C@H:20]([CH2:25][C:26]1[CH:31]=[CH:30][C:29]([F:32])=[C:28]([F:33])[CH:27]=1)[CH2:21][C:22]([N:11]1[CH2:10][CH2:9][N:8]2[C:4]([CH2:2][CH3:3])=[N:5][N:6]=[C:7]2[CH2:12]1)=[O:23])=[O:18])[CH3:13] |f:0.1|. Reported procedure: The title compound was prepared from 3-ethyl-5,6,7,8-tetrahydro-1,2,4-triazolo[4,3-α]pyrazine hydrochloride (400 mg, 2.12 mmol, from Step B), (3R)-3-[(1,1-dimethylethoxycarbonyl)amino]-4-(3,4-difluorophenyl)butanoic acid (668 mg, 2.12 mmol), DIPEA (1.1 mL, 4.24 mmol), HOBT (343.8 mg, 2.54 mmol) and EDC (609.6 mg, 3.18 mmol) in 20 mL of dichloromethane, using a procedure analogous to that described in Example 1, Step C. The crude product was purified by HPLC (Gilson; YMC-Pack Pro C18 column, 100×...